This data is from the Open Reaction Database (ORD), a public repository of structured organic reaction records. The task is: describe an organic reaction: reactants, conditions, products, and yield Reactants: O=C(CBr)OCc1ccccc1, O=C([O-])[O-], CCOC(=O)N1CCN(C(=O)C(CCC(=O)OC(C)(C)C)NC(=O)c2cc(O)n(-c3ccc(F)c(F)c3)n2)CC1, CCOC(C)=O, [Cs+], [Cs+], CN(C)C=O. Yields the product CCOC(=O)N1CCN(C(=O)C(CCC(=O)OC(C)(C)C)NC(=O)c2cc(OCC(=O)OCc3ccccc3)n(-c3ccc(F)c(F)c3)n2)CC1. Reaction SMILES: [Br:41][CH2:42][C:43](=[O:44])[O:45][CH2:46][c:47]1[cH:48][cH:49][cH:50][cH:51][cH:52]1.[C:53](=[O:54])([O-:55])[O-:56].[CH2:1]([CH3:2])[O:3][C:4](=[O:5])[N:6]1[CH2:7][CH2:8][N:9]([C:12]([CH:13]([CH2:14][CH2:15][C:16](=[O:17])[O:18][C:19]([CH3:20])([CH3:21])[CH3:22])[NH:23][C:24](=[O:25])[c:26]2[n:27][n:28](-[c:32]3[cH:33][c:34]([F:39])[c:35]([F:38])[cH:36][cH:37]3)[c:29]([OH:31])[cH:30]2)=[O:40])[CH2:10][CH2:11]1.[CH3:64][CH2:65][O:66][C:67](=[O:68])[CH3:69].[Cs+:57].[Cs+:58].[O:59]=[CH:60][N:61]([CH3:62])[CH3:63]>>[CH2:1]([CH3:2])[O:3][C:4](=[O:5])[N:6]1[CH2:7][CH2:8][N:9]([C:12]([CH:13]([CH2:14][CH2:15][C:16](=[O:17])[O:18][C:19]([CH3:20])([CH3:21])[CH3:22])[NH:23][C:24](=[O:25])[c:26]2[n:27][n:28](-[c:32]3[cH:33][c:34]([F:39])[c:35]([F:38])[cH:36][cH:37]3)[c:29]([O:31][CH2:42][C:43](=[O:44])[O:45][CH2:46][c:47]3[cH:48][cH:49][cH:50][cH:51][cH:52]3)[cH:30]2)=[O:40])[CH2:10][CH2:11]1. Reactants: CCOC(=O)C#CC1(O)CN(C(=O)OC(C)(C)C)C1, CCO. Yields the product CCOC(=O)CCC1(O)CN(C(=O)OC(C)(C)C)C1. RXN SMILES: [CH2:1]([CH3:2])[O:3][C:4](=[O:5])[C:6]#[C:7][C:8]1([OH:19])[CH2:9][N:10]([C:12](=[O:13])[O:14][C:15]([CH3:16])([CH3:17])[CH3:18])[CH2:11]1.[CH3:20][CH2:21][OH:22]>>[CH2:1]([CH3:2])[O:3][C:4](=[O:5])[CH2:6][CH2:7][C:8]1([OH:19])[CH2:9][N:10]([C:12](=[O:13])[O:14][C:15]([CH3:16])([CH3:17])[CH3:18])[CH2:11]1. Starting materials: C(C)(C)(C)OC(=O)NCCC(=O)N1C(C=2NC3=CC=C(C=C3C2CC1)Cl)C1=CC(=CC=C1)O ((tert-Butoxy)-N-{3-[1-(3-hydroxyphenyl)-6-chloro-(1,2,3,4-tetrahydro-beta-carbolin-2-yl)]-3-oxopropyl}carboxamide), Cl (HCl), O1CCOCC1 (dioxane). Reported procedure: (tert-Butoxy)-N-{3-[1-(3-hydroxyphenyl)-6-chloro-(1,2,3,4-tetrahydro-beta-carbolin-2-yl)]-3-oxopropyl}carboxamide was treated with HCl in dioxane (4 N, 10 equiv) for 30 min, and the solvent was removed to give a residue which was purified to yield 3-(2-beta-alanyl-6-chloro-2,3,4,9-tetrahydro-1H-beta-carbolin-1-yl)phenol 23. RXN SMILES: C(OC([NH:8][CH2:9][CH2:10][C:11]([N:13]1[CH2:25][CH2:24][C:23]2[C:22]3[C:17](=[CH:18][CH:19]=[C:20]([Cl:26])[CH:21]=3)[NH:16][C:15]=2[CH:14]1[C:27]1[CH:32]=[CH:31][CH:30]=[C:29]([OH:33])[CH:28]=1)=[O:12])=O)(C)(C)C.Cl.O1CCOCC1>>[NH2:8][CH2:9][CH2:10][C:11]([N:13]1[CH2:25][CH2:24][C:23]2[C:22]3[C:17](=[CH:18][CH:19]=[C:20]([Cl:26])[CH:21]=3)[NH:16][C:15]=2[CH:14]1[C:27]1[CH:28]=[C:29]([OH:33])[CH:30]=[CH:31][CH:32]=1)=[O:12]. The product is NCCC(=O)N1C(C=2NC3=CC=C(C=C3C2CC1)Cl)C=1C=C(C=CC1)O (3-(2-beta-alanyl-6-chloro-2,3,4,9-tetrahydro-1H-beta-carbolin-1-yl)phenol). The product is CC(C)(CC(=O)N1CCCCC1)c1csc(-c2ccc(C(F)(F)F)cc2)n1. Reaction SMILES: [CH2:3]1[CH2:4][CH2:5][NH:6][CH2:7][CH2:8]1.[CH2:9]([O:11][C:12](=[O:10])[CH2:13][C:14]([CH3:15])([c:16]1[n:17][c:18](-[c:21]2[cH:22][cH:23][c:24]([C:27]([F:28])([F:29])[F:30])[cH:25][cH:26]2)[s:19][cH:20]1)[CH3:31])[CH3:32].[H-:1].[Na+:2].[O:33]=[CH:34][N:35]([CH3:36])[CH3:37]>>[CH2:3]1[CH2:4][CH2:5][N:6]([C:12](=[O:11])[CH2:13][C:14]([CH3:15])([c:16]2[n:17][c:18](-[c:21]3[cH:22][cH:23][c:24]([C:27]([F:28])([F:29])[F:30])[cH:25][cH:26]3)[s:19][cH:20]2)[CH3:31])[CH2:7][CH2:8]1. Starting materials: C1CCNCC1, CCOC(=O)CC(C)(C)c1csc(-c2ccc(C(F)(F)F)cc2)n1, [H-], [Na+], CN(C)C=O. The reactants are C(C)(=O)O[C@H]1[C@H](OC2=CC(=NC=C2)Br)SC[C@H]([C@@H]1OC(C)=O)OC(C)=O (2-bromo-4-pyridinyl 2,3,4-tri-O-acetyl-5-thio-β-D-xylopyranoside), VII, N1=CC=C(C=C1)B(O)O (4-pyridineboronic acid). Yields the product C(C)(=O)O[C@H]1[C@H](OC2=CC(=NC=C2)C2=CC=NC=C2)SC[C@H]([C@@H]1OC(C)=O)OC(C)=O (2-(4-Pyridinyl)-4-pyridinyl 2,3,4-tri-O-acetyl-5-thio-β-D-xylopyranoside), solid. The yield is 53.0%. RXN SMILES: [C:1]([O:4][C@@H:5]1[C@@H:18]([O:19][C:20](=[O:22])[CH3:21])[C@H:17]([O:23][C:24](=[O:26])[CH3:25])[CH2:16][S:15][C@H:6]1[O:7][C:8]1[CH:13]=[CH:12][N:11]=[C:10](Br)[CH:9]=1)(=[O:3])[CH3:2].[N:27]1[CH:32]=[CH:31][C:30](B(O)O)=[CH:29][CH:28]=1>>[C:1]([O:4][C@@H:5]1[C@@H:18]([O:19][C:20](=[O:22])[CH3:21])[C@H:17]([O:23][C:24](=[O:26])[CH3:25])[CH2:16][S:15][C@H:6]1[O:7][C:8]1[CH:13]=[CH:12][N:11]=[C:10]([C:30]2[CH:31]=[CH:32][N:27]=[CH:28][CH:29]=2)[CH:9]=1)(=[O:3])[CH3:2]. Reported procedure: By carrying out the operation analogously to example 1, starting from 2-bromo-4-pyridinyl 2,3,4-tri-O-acetyl-5-thio-β-D-xylopyranoside, obtained according to preparation VII, and 4-pyridineboronic acid, the desired product is obtained in the form of a white solid (yield=53%). The reactants are O=c1c(CO)coc2ccc(Br)cc12, CC(=O)O, O=[Cr](=O)([O-])O[Cr](=O)(=O)[O-], [Na+], [Na+], O, O, O. Yields the product O=Cc1coc2ccc(Br)cc2c1=O. As a reaction SMILES: [Br:14][c:15]1[cH:16][c:17]2[c:18](=[O:27])[c:19]([CH2:25][OH:26])[cH:20][o:21][c:22]2[cH:23][cH:24]1.[CH3:29][C:30](=[O:31])[OH:32].[Cr:3]([O:4][Cr:5]([O-:6])(=[O:7])=[O:8])([O-:9])(=[O:10])=[O:11].[Na+:12].[Na+:13].[OH2:1].[OH2:28].[OH2:2]>>[Br:14][c:15]1[cH:16][c:17]2[c:18](=[O:27])[c:19]([CH:25]=[O:26])[cH:20][o:21][c:22]2[cH:23][cH:24]1. Reactants: BrC=1C(=NC=C(C(=O)NC2=CC=C(C=C2)OC(F)(F)F)C1)N1C[C@@H](CC1)O ((R)-5-bromo-6-(3-hydroxypyrrolidin-1-yl)-N-(4-(trifluoromethoxy)phenyl)nicotinamide), FC1=NC(=CC(=C1)B(O)O)F (2,6-difluoropyridin-4-ylboronic acid). Product: FC1=NC(=CC(=C1)C=1C(=NC=C(C1)C(=O)NC1=CC=C(C=C1)OC(F)(F)F)N1C[C@@H](CC1)O)F ((R)-2′,6′-Difluoro-2-(3-hydroxypyrrolidin-1-yl)-N-(4-(trifluoromethoxy)phenyl)-[3,4′-bipyridine]-5-carboxamide). As a reaction SMILES: Br[C:2]1[C:3]([N:22]2[CH2:26][CH2:25][C@@H:24]([OH:27])[CH2:23]2)=[N:4][CH:5]=[C:6]([CH:21]=1)[C:7]([NH:9][C:10]1[CH:15]=[CH:14][C:13]([O:16][C:17]([F:20])([F:19])[F:18])=[CH:12][CH:11]=1)=[O:8].[F:28][C:29]1[CH:34]=[C:33](B(O)O)[CH:32]=[C:31]([F:38])[N:30]=1>>[F:28][C:29]1[CH:34]=[C:33]([C:2]2[C:3]([N:22]3[CH2:26][CH2:25][C@@H:24]([OH:27])[CH2:23]3)=[N:4][CH:5]=[C:6]([C:7]([NH:9][C:10]3[CH:15]=[CH:14][C:13]([O:16][C:17]([F:20])([F:19])[F:18])=[CH:12][CH:11]=3)=[O:8])[CH:21]=2)[CH:32]=[C:31]([F:38])[N:30]=1. Procedure: The title compound was prepared in an analogous fashion to that described in Example 169 using (R)-5-bromo-6-(3-hydroxypyrrolidin-1-yl)-N-(4-(trifluoromethoxy)phenyl)nicotinamide (Stage 35.1) and 2,6-difluoropyridin-4-ylboronic acid to afford a white amorphous powder. HPLC (Condition 4) tR=5.67 min, UPLC-MS (Condition 3) tR=1.10 min, m/z=481.1 [M+H]+; 1H-NMR (400 MHz, DMSO-d6) δ ppm 1.70-1.80 (m, 1H) 1.87 (m, J=9.00 Hz, 1H) 2.86 (d, J=11.34 Hz, 1H) 3.18-3.29 (m, 2H) 3.47 (m, J=7.00 Hz, 1H) 4.22 ... Reactants: C(C)(C)(C)OC(=O)NCCCC[C@@H](C(=O)OC(C)(C)C)NC(=O)N[C@H](CC1=CC=CC=C1)C(NCCC(C)C)=O (tert-Butyl(S)-6-tert-butoxycarbonylamino-2-{3-[(R)-1-(3-methyl-butylcarbamoyl)-2-phenyl-ethyl]-ureido}-hexanoate), ClCCl.C(=O)(C(F)(F)F)O (dichloromethane TFA). Reaction conditions: time 2 hour. The product is Cl.NCCCC[C@@H](C(=O)O)NC(=O)N[C@H](CC1=CC=CC=C1)C(NCCC(C)C)=O ((S)-6-Amino-2-{3-[(R)-1-(3-methyl-butylcarbamoyl)-2-phenyl-ethyl]-ureido}-hexanoic acid hydrochloride). Reaction SMILES: C(OC([NH:8][CH2:9][CH2:10][CH2:11][CH2:12][C@H:13]([NH:21][C:22]([NH:24][C@@H:25]([C:33](=[O:40])[NH:34][CH2:35][CH2:36][CH:37]([CH3:39])[CH3:38])[CH2:26][C:27]1[CH:32]=[CH:31][CH:30]=[CH:29][CH:28]=1)=[O:23])[C:14]([O:16]C(C)(C)C)=[O:15])=O)(C)(C)C.[Cl:41]CCl.C(O)(C(F)(F)F)=O>>[ClH:41].[NH2:8][CH2:9][CH2:10][CH2:11][CH2:12][C@H:13]([NH:21][C:22]([NH:24][C@@H:25]([C:33](=[O:40])[NH:34][CH2:35][CH2:36][CH:37]([CH3:38])[CH3:39])[CH2:26][C:27]1[CH:28]=[CH:29][CH:30]=[CH:31][CH:32]=1)=[O:23])[C:14]([OH:16])=[O:15] |f:1.2,3.4|. Reported procedure: The product from Example 1c) (0.500 g, 0.889 mmol) was dissolved in dichloromethane/TFA (10 ml, 1:1, v/v) and stirred at RT for 2 h. The solution was concentrated and purified by preparative HPLC. The combined product fractions were mixed with 2N HCl, concentrated and freeze dried. Product: ClC1=C(C=C2C(=NN(C2=C1)COCC[Si](C)(C)C)NC(CCC)=O)C1=COC=C1 (N-[6-chloro-5-(3-furyl)-1-[[2-(trimethylsilyl)ethoxy]methyl]-1H-indazol-3-yl]butanamide). Procedure: 377 mg of 3-furylboronic acid are added to 1 g of N-[5-bromo-6-chloro-1-[[2-(trimethylsilyl)ethoxy]methyl]-1H-indazol-3-yl]butanamide, described previously, in Example 58, in 90 cm3 of dioxane, followed by addition of 570 mg of sodium carbonate in 18 cm3 of water and finally 173 mg of tetrakis(triphenylphosphine)palladium, and the mixture is refluxed for 18 hours. The reaction medium is diluted with 75 cm3 of ethyl acetate and 50 cm3 of water. The organic phase is separated out after settling of... Starting materials: C([O-])([O-])=O.[Na+].[Na+] (sodium carbonate), O1C=C(C=C1)B(O)O (3-furylboronic acid), BrC=1C=C2C(=NN(C2=CC1Cl)COCC[Si](C)(C)C)NC(CCC)=O (N-[5-bromo-6-chloro-1-[[2-(trimethylsilyl)ethoxy]methyl]-1H-indazol-3-yl]butanamide). Reaction SMILES: [O:1]1[CH:5]=[CH:4][C:3](B(O)O)=[CH:2]1.Br[C:10]1[CH:11]=[C:12]2[C:16](=[CH:17][C:18]=1[Cl:19])[N:15]([CH2:20][O:21][CH2:22][CH2:23][Si:24]([CH3:27])([CH3:26])[CH3:25])[N:14]=[C:13]2[NH:28][C:29](=[O:33])[CH2:30][CH2:31][CH3:32].C(=O)([O-])[O-].[Na+].[Na+]>O1CCOCC1.O.C(OCC)(=O)C.C1C=CC([P]([Pd]([P](C2C=CC=CC=2)(C2C=CC=CC=2)C2C=CC=CC=2)([P](C2C=CC=CC=2)(C2C=CC=CC=2)C2C=CC=CC=2)[P](C2C=CC=CC=2)(C2C=CC=CC=2)C2C=CC=CC=2)(C2C=CC=CC=2)C2C=CC=CC=2)=CC=1>[Cl:19][C:18]1[CH:17]=[C:16]2[C:12]([C:13]([NH:28][C:29](=[O:33])[CH2:30][CH2:31][CH3:32])=[N:14][N:15]2[CH2:20][O:21][CH2:22][CH2:23][Si:24]([CH3:27])([CH3:25])[CH3:26])=[CH:11][C:10]=1[C:3]1[CH:4]=[CH:5][O:1][CH:2]=1 |f:2.3.4,^1:56,58,77,96|. Reagents/catalysts: C=1C=CC(=CC1)[P](C=2C=CC=CC2)(C=3C=CC=CC3)[Pd]([P](C=4C=CC=CC4)(C=5C=CC=CC5)C=6C=CC=CC6)([P](C=7C=CC=CC7)(C=8C=CC=CC8)C=9C=CC=CC9)[P](C=1C=CC=CC1)(C=1C=CC=CC1)C=1C=CC=CC1 (tetrakis(triphenylphosphine)palladium). The solvent is O (water), O1CCOCC1 (dioxane), C(C)(=O)OCC (ethyl acetate), O (water). Isolated yield 82.4%.